This data is from the Open Reaction Database (ORD), a public repository of structured organic reaction records. The task is: describe an organic reaction: reactants, conditions, products, and yield The reactants are C[C@@H]1C[C@H]2[C@@H]3C[C@@H](C4=CC(=O)C=C[C@@]4([C@]3([C@H](C[C@@]2([C@]1(C(=O)COC(=O)C)O)C)O)F)C)F (flumethasone 21-acetate), [OH-].[K+] (potassium hydroxide). Yields the product C[C@@H]1C[C@H]2[C@@H]3C[C@@H](C4=CC(=O)C=C[C@@]4([C@]3([C@H](C[C@@]2([C@]1(C(=O)CO)O)C)O)F)C)F (flumethasone). RXN SMILES: [CH3:1][C@H:2]1[C@:19]([OH:27])([C:20]([CH2:22][O:23]C(C)=O)=[O:21])[C@:18]2([CH3:28])[C@H:4]([C@H:5]3[C@:15]([F:30])([C@@H:16]([OH:29])[CH2:17]2)[C@:14]2([CH3:31])[C:8](=[CH:9][C:10]([CH:12]=[CH:13]2)=[O:11])[C@@H:7]([F:32])[CH2:6]3)[CH2:3]1.[OH-].[K+]>>[CH3:1][C@H:2]1[C@:19]([OH:27])([C:20]([CH2:22][OH:23])=[O:21])[C@:18]2([CH3:28])[C@H:4]([C@H:5]3[C@:15]([F:30])([C@@H:16]([OH:29])[CH2:17]2)[C@:14]2([CH3:31])[C:8](=[CH:9][C:10]([CH:12]=[CH:13]2)=[O:11])[C@@H:7]([F:32])[CH2:6]3)[CH2:3]1 |f:1.2|. Reported procedure: A process according to claim 1, characterized by the fact that the flumethasone 21-acetate is reacted with methanolic potassium hydroxide in the absence of an oxidization agent to yield flumethasone. The reactants are OCCO, O=C(O)C1Cc2ccccc2N1, O=P([O-])([O-])[O-]. Yields the product O=C(O)C1Cc2ccccc2N1, O=P([O-])([O-])[O-]. As a reaction SMILES: [CH2:13]([OH:14])[CH2:15][OH:16].[NH:1]1[CH:2]([C:10](=[O:11])[OH:12])[CH2:3][c:4]2[cH:5][cH:6][cH:7][cH:8][c:9]21.[O-:17][P:18]([O-:19])([O-:20])=[O:21]>>[NH:1]1[CH:2]([C:10](=[O:11])[OH:12])[CH2:3][c:4]2[cH:5][cH:6][cH:7][cH:8][c:9]21.[O:17]=[P:18]([O-:19])([O-:20])[O-:21]. Starting materials: CC1=C(N)C(=CC=C1)OC (2-Methyl-6-methoxyaniline), dipropyl acetal, BrCC=O (2-bromoacetaldehyde), C([O-])([O-])=O.[Na+].[Na+] (sodium carbonate). Reaction conditions: temperature 150 celsius. Yields the product dipropyl acetal, CC1=C(NCC=O)C(=CC=C1)OC (2-(2-methyl-6-methoxyanilino)acetaldehyde). As a reaction SMILES: [CH3:1][C:2]1[CH:8]=[CH:7][CH:6]=[C:5]([O:9][CH3:10])[C:3]=1[NH2:4].Br[CH2:12][CH:13]=[O:14].C(=O)([O-])[O-].[Na+].[Na+]>>[CH3:1][C:2]1[CH:8]=[CH:7][CH:6]=[C:5]([O:9][CH3:10])[C:3]=1[NH:4][CH2:12][CH:13]=[O:14] |f:2.3.4|. Procedure details: 2-Methyl-6-methoxyaniline (100 grams), the dipropyl acetal of 2-bromoacetaldehyde (59.1 grams) and sodium carbonate (31.8 grams) are charged into a glass reaction vessel equipped with a mechanical stirrer, thermometer and reflux condenser. The mixture is heated at a temperature of about 150°C for a period of about 30 hours. After this time the reaction mixture is cooled to room temperature and is filtered. The filtrate is then distilled under vacuum to yield the desired product the dipropyl acet... The reactants are CCO, Cl, FC(F)(F)Oc1ccc(N2CCC3(CC2)OCCO3)cc1, O. Product: O=C1CCN(c2ccc(OC(F)(F)F)cc2)CC1. As a reaction SMILES: [CH3:24][CH2:25][OH:26].[ClH:22].[F:1][C:2]([O:3][c:4]1[cH:5][cH:6][c:7]([N:10]2[CH2:11][CH2:12][C:13]3([O:14][CH2:17][CH2:16][O:15]3)[CH2:18][CH2:19]2)[cH:8][cH:9]1)([F:20])[F:21].[OH2:23]>>[F:1][C:2]([O:3][c:4]1[cH:5][cH:6][c:7]([N:10]2[CH2:11][CH2:12][C:13](=[O:14])[CH2:18][CH2:19]2)[cH:8][cH:9]1)([F:20])[F:21]. Reactants: O (water), N1=CC=CC=C1 (pyridine), CS(=O)(=O)Cl (methanesulfonyl chloride), NC1=C2CNC(C2=C(C=C1)C=1N(C2=CC=C(C=C2C1)CN1CCCCC1)C(=O)OC(C)(C)C)=O (4-Amino-7-[1-(tert-butoxycarbonyl)-5-(piperidinomethyl)indol-2-yl]isoindolinone). The solvent is ClCCl (dichloromethane). Conditions: time 1.5 hour. The product is CS(=O)(=O)NC1=C2CNC(C2=C(C=C1)C=1N(C2=CC=C(C=C2C1)CN1CCCCC1)C(=O)OC(C)(C)C)=O (4-methanesulfonylamino-7-[1-(tert-butoxycarbonyl)-5-(piperidinomethyl)indol-2-yl]isoindolinone). Isolated yield 44.1%. As a reaction SMILES: [NH2:1][C:2]1[CH:10]=[CH:9][C:8]([C:11]2[N:12]([C:27]([O:29][C:30]([CH3:33])([CH3:32])[CH3:31])=[O:28])[C:13]3[C:18]([CH:19]=2)=[CH:17][C:16]([CH2:20][N:21]2[CH2:26][CH2:25][CH2:24][CH2:23][CH2:22]2)=[CH:15][CH:14]=3)=[C:7]2[C:3]=1[CH2:4][NH:5][C:6]2=[O:34].N1C=CC=CC=1.[CH3:41][S:42](Cl)(=[O:44])=[O:43].O>ClCCl>[CH3:41][S:42]([NH:1][C:2]1[CH:10]=[CH:9][C:8]([C:11]2[N:12]([C:27]([O:29][C:30]([CH3:31])([CH3:33])[CH3:32])=[O:28])[C:13]3[C:18]([CH:19]=2)=[CH:17][C:16]([CH2:20][N:21]2[CH2:26][CH2:25][CH2:24][CH2:23][CH2:22]2)=[CH:15][CH:14]=3)=[C:7]2[C:3]=1[CH2:4][NH:5][C:6]2=[O:34])(=[O:44])=[O:43]. Procedure: 4-Amino-7-[1-(tert-butoxycarbonyl)-5-(piperidinomethyl)indol-2-yl]isoindolinone (0.0820 g, 0.178 mmol) was dissolved in dichloromethane (4.0 mL), and the solution was added with pyridine (0.0430 mL, 0.534 mmol) and methanesulfonyl chloride (0.0210 mL, 0.267 mmol), followed by stirring for 1.5 hours under ice-cooling. The reaction mixture was added with water and extracted with ethyl acetate. The organic layer was washed with saturated brine and dried over anhydrous sodium sulfate. The solvent wa... Reactants: anhydride, N1CCOCC1 (morpholine), C(C1=CC=CC=C1)OCC(=O)O (benzyloxyacetic acid). Yields the product C(C1=CC=CC=C1)OCC(=O)N1CCOCC1 (N-(Benzyloxyacetyl)morpholine). Yield: 90.0%. Reaction SMILES: [NH:1]1[CH2:6][CH2:5][O:4][CH2:3][CH2:2]1.[CH2:7]([O:14][CH2:15][C:16](O)=[O:17])[C:8]1[CH:13]=[CH:12][CH:11]=[CH:10][CH:9]=1>>[CH2:7]([O:14][CH2:15][C:16]([N:1]1[CH2:6][CH2:5][O:4][CH2:3][CH2:2]1)=[O:17])[C:8]1[CH:13]=[CH:12][CH:11]=[CH:10][CH:9]=1. Reported procedure: Using the mixed anhydride procedure described in Example 2, morpholine was coupled to benzyloxyacetic acid to give the desired product in 90% yield. The reactants are C(CCC)[Li] (n-Butyl lithium), C(C)N(CC#C)CC (1-diethylamino-2-propyne), O (water), C(=O)=O (carbon dioxide). Run in CCCCCC (hexane), O1CCCC1 (tetrahydrofuran), CO (methanol). Run at temperature -78 celsius, time 1 hour. The product is C(C)N(CC#CC(=O)O)CC (4-diethylamino-but-2-ynoic acid). Reaction SMILES: C([Li])CCC.[CH2:6]([N:8]([CH2:12][CH3:13])[CH2:9][C:10]#[CH:11])[CH3:7].[C:14](=[O:16])=[O:15].O>CCCCCC.O1CCCC1.CO>[CH2:6]([N:8]([CH2:12][CH3:13])[CH2:9][C:10]#[C:11][C:14]([OH:16])=[O:15])[CH3:7]. Procedure details: n-Butyl lithium in hexane (54 mL, 2.5M in n-hexane) was slowly added to 1-diethylamino-2-propyne (15 g, 135 mmol) in 60 mL of tetrahydrofuran under nitrogen. The mixture was stirred for 1 hr at −78° C., then dry carbon dioxide was passed through overnight. The resulting solution was poured into water and washed with ethyl acetate. The aqueous layer was evaporated under reduced pressure to give the crude acid. The dry acid was dissolved in methanol, and the insoluble salt was removed via filtrati... The reactants are CC(C)(C)[Si](C)(C)OCCc1ccncc1, O=C(OO)c1cccc(Cl)c1, ClCCl. The product is CC(C)(C)[Si](C)(C)OCCc1cc[n+]([O-])cc1. As a reaction SMILES: [C:1]([CH3:2])([CH3:3])([CH3:4])[Si:5]([O:6][CH2:7][CH2:8][c:9]1[cH:10][cH:11][n:12][cH:13][cH:14]1)([CH3:15])[CH3:16].[Cl:17][c:18]1[cH:19][cH:20][cH:21][c:22]([C:23]([O:24][OH:26])=[O:25])[cH:27]1.[Cl:28][CH2:29][Cl:30]>>[C:1]([CH3:2])([CH3:3])([CH3:4])[Si:5]([O:6][CH2:7][CH2:8][c:9]1[cH:10][cH:11][n+:12]([O-:25])[cH:13][cH:14]1)([CH3:15])[CH3:16]. Starting materials: C1(=CC=CC=C1)C(C1=CC=CC=C1)=NC=1C=CC2=C(CCO[C@H]2CCO)C1 (2-{(1S)-6-[(Diphenylmethylene)amino]-3,4-dihydro-1H-2-benzopyran-1-yl}ethanol), CS(=O)(=O)Cl (methanesulfonyl chloride), CS(=O)(=O)OCC[C@@H]1OCCC2=C1C=CC(=C2)C(=O)N (2-[(1S)-6-(aminocarbonyl)-3,4-dihydro-1H-2-benzopyran-1-yl]ethyl methanesulfonate). Product: CS(=O)(=O)OCC[C@@H]1OCCC2=C1C=CC(=C2)N=C(C2=CC=CC=C2)C2=CC=CC=C2 (2-{(1S)-6-[(diphenylmethylene)amino]-3,4-dihydro-1H-2-benzopyran-1-yl}ethyl methanesulfonate). As a reaction SMILES: [C:1]1([C:7](=[N:14][C:15]2[CH:16]=[CH:17][C:18]3[C@H:23]([CH2:24][CH2:25][OH:26])[O:22][CH2:21][CH2:20][C:19]=3[CH:27]=2)[C:8]2[CH:13]=[CH:12][CH:11]=[CH:10][CH:9]=2)[CH:6]=[CH:5][CH:4]=[CH:3][CH:2]=1.[CH3:28][S:29](Cl)(=[O:31])=[O:30].CS(OCC[C@H]1C2C=CC(C(N)=O)=CC=2CCO1)(=O)=O>>[CH3:28][S:29]([O:26][CH2:25][CH2:24][C@H:23]1[C:18]2[CH:17]=[CH:16][C:15]([N:14]=[C:7]([C:1]3[CH:6]=[CH:5][CH:4]=[CH:3][CH:2]=3)[C:8]3[CH:13]=[CH:12][CH:11]=[CH:10][CH:9]=3)=[CH:27][C:19]=2[CH2:20][CH2:21][O:22]1)(=[O:31])=[O:30]. Procedure details: 2-{(1S)-6-[(Diphenylmethylene)amino]-3,4-dihydro-1H-2-benzopyran-1-yl}ethanol was reacted with methanesulfonyl chloride, as described for the preparation of 2-[(1S)-6-(aminocarbonyl)-3,4-dihydro-1H-2-benzopyran-1-yl]ethyl methanesulfonate, to yield 2-{(1S)-6-[(diphenylmethylene)amino]-3,4-dihydro-1H-2-benzopyran-1-yl}ethyl methanesulfonate.